Dataset: the Open Reaction Database (ORD), a public repository of structured organic reaction records. Task: describe an organic reaction: reactants, conditions, products, and yield The reactants are C(CCC)C(C(=O)OCC)C(C1=CC(=CC=C1)NC(C1=C(C=C(C=C1)Cl)O)=O)=O (ethyl α-butyl-3-[(4-chloro-2-hydroxybenzoyl)amino]-β-oxobenzenepropanoate), O[Li].O (LiOH.H2O). Run in C1CCOC1 (THF), O (water). Product: ClC1=CC(=C(C(=O)NC2=CC(=CC=C2)C(CCCCC)=O)C=C1)O (4-Chloro-2-hydroxy-N-{3-(1-oxohexyl)phenyl}benzamide). Yield: 60.1%. As a reaction SMILES: [CH2:1]([CH:5]([C:11](=[O:29])[C:12]1[CH:17]=[CH:16][CH:15]=[C:14]([NH:18][C:19](=[O:28])[C:20]2[CH:25]=[CH:24][C:23]([Cl:26])=[CH:22][C:21]=2[OH:27])[CH:13]=1)C(OCC)=O)[CH2:2][CH2:3][CH3:4].O[Li].O>C1COCC1.O>[Cl:26][C:23]1[CH:24]=[CH:25][C:20]([C:19]([NH:18][C:14]2[CH:15]=[CH:16][CH:17]=[C:12]([C:11](=[O:29])[CH2:5][CH2:1][CH2:2][CH2:3][CH3:4])[CH:13]=2)=[O:28])=[C:21]([OH:27])[CH:22]=1 |f:1.2|. Procedure: A solution of ethyl α-butyl-3-[(4-chloro-2-hydroxybenzoyl)amino]-β-oxobenzenepropanoate (32.0 mg, 77.0 μmol) and LiOH.H2O (11.0 mg, 0.26 mmol) in THF (3.0 mL) and water (1.5 mL) was heated to 55° for 48 h. The mixture was partitioned between water and EtOAc. The aqueous layer was acidified with aqueous 10% citric acid then extracted with EtOAc. The combined organic layers were dried (MgSO4), filtered and concentrated under reduced pressure. The residue was purified by reversed phase HPLC (Whatma... Reactants: NC1=CC=C(C=C1)C1=C(SC=2N=CN=C(C21)N)C (5-(4-aminophenyl)-6-methylthieno[2,3-d]pyrimidin-4-amine), C1(=CC=CC=C1)N=C=O (phenyl isocyanate). Solvent: ClCCl (dichloromethane). Conditions: time 8 hour. Product: NC=1C2=C(N=CN1)SC(=C2C2=CC=C(C=C2)NC(=O)NC2=CC=CC=C2)C (N-[4-(4-amino-6-methylthieno[2,3-d]pyrimidin-5-yl)phenyl]-N′-phenylurea). The yield is 91.4%. As a reaction SMILES: [NH2:1][C:2]1[CH:7]=[CH:6][C:5]([C:8]2[C:16]3[C:15]([NH2:17])=[N:14][CH:13]=[N:12][C:11]=3[S:10][C:9]=2[CH3:18])=[CH:4][CH:3]=1.[C:19]1([N:25]=[C:26]=[O:27])[CH:24]=[CH:23][CH:22]=[CH:21][CH:20]=1>ClCCl>[NH2:17][C:15]1[C:16]2[C:8]([C:5]3[CH:4]=[CH:3][C:2]([NH:1][C:26]([NH:25][C:19]4[CH:24]=[CH:23][CH:22]=[CH:21][CH:20]=4)=[O:27])=[CH:7][CH:6]=3)=[C:9]([CH3:18])[S:10][C:11]=2[N:12]=[CH:13][N:14]=1. Procedure details: A 0° C. solution of Example 1E (80 mg, 0.3 mmol) in dichloromethane (4 mL) was treated with phenyl isocyanate (0.037 mL, 0.34 mmol), stirred overnight, and filtered. The filter cake was dried to provide 0.103 g (87%) of the desired product. MS (CI) m/e 376 (M+H)+; 1H NMR (300 MHz, DMSO-d6) δ 8.89 (s, 1H); 8.75 (s, 1H); 8.26 (s, 1H); 7.63 (d, J=8.7 Hz, 2H); 7.47 (d, J=8.7 Hz, 2H); 7.33-7.26 (m, 4H); 6.99 (t, J=7.5 Hz, 1H); 2.30 (s, 3H); Anal. Calcd. for C20H17N5OS.0.1CH2Cl2: C, 62.88; H, 4.52; N,... The reactants are FC(S(=O)(=O)OC1=CC=C(C2=CC=CC=C12)C=1C2=CC=CC=C2C=C2C=CC=CC12)(F)F (4-(anthracen-9-yl)naphthalen-1-yl trifluoromethane sulfonate), C1(=CC=CC=C1)B(O)O (phenylboronic acid), P(=O)([O-])([O-])[O-].[K+].[K+].[K+] (potassium phosphate), C=1(C)C(C)=CC(C)=CC1 (pseudo cumene). The reagents and catalysts are C=1C=CC(=CC1)[P](C=2C=CC=CC2)(C=3C=CC=CC3)[Pd]([P](C=4C=CC=CC4)(C=5C=CC=CC5)C=6C=CC=CC6)([P](C=7C=CC=CC7)(C=8C=CC=CC8)C=9C=CC=CC9)[P](C=1C=CC=CC1)(C=1C=CC=CC1)C=1C=CC=CC1 (Pd(PPh3)4). The solvent is O (water), C(C)(C)(C)O (t-butyl alcohol), O (water). Yields the product C1(=CC=CC=C1)C1=CC=C(C2=CC=CC=C12)C=1C2=CC=CC=C2C=C2C=CC=CC12 (9-(4-phenylnaphthalen-1-yl)anthracene). The yield is 95.5%. RXN SMILES: FC(F)(F)S(O[C:7]1[C:16]2[C:11](=[CH:12][CH:13]=[CH:14][CH:15]=2)[C:10]([C:17]2[C:18]3[C:23]([CH:24]=[C:25]4[C:30]=2[CH:29]=[CH:28][CH:27]=[CH:26]4)=[CH:22][CH:21]=[CH:20][CH:19]=3)=[CH:9][CH:8]=1)(=O)=O.[C:33]1(B(O)O)[CH:38]=[CH:37][CH:36]=[CH:35][CH:34]=1.P([O-])([O-])([O-])=O.[K+].[K+].[K+].C1(C(=CC(=CC=1)C)C)C>C1C=CC([P]([Pd]([P](C2C=CC=CC=2)(C2C=CC=CC=2)C2C=CC=CC=2)([P](C2C=CC=CC=2)(C2C=CC=CC=2)C2C=CC=CC=2)[P](C2C=CC=CC=2)(C2C=CC=CC=2)C2C=CC=CC=2)(C2C=CC=CC=2)C2C=CC=CC=2)=CC=1.O.C(O)(C)(C)C>[C:33]1([C:7]2[C:16]3[C:11](=[CH:12][CH:13]=[CH:14][CH:15]=3)[C:10]([C:17]3[C:30]4[C:25]([CH:24]=[C:23]5[C:18]=3[CH:19]=[CH:20][CH:21]=[CH:22]5)=[CH:26][CH:27]=[CH:28][CH:29]=4)=[CH:9][CH:8]=2)[CH:38]=[CH:37][CH:36]=[CH:35][CH:34]=1 |f:2.3.4.5,^1:62,64,83,102|. Procedure details: Under the nitrogen atmosphere, 4-(anthracen-9-yl)naphthalen-1-yl trifluoromethane sulfonate (30.0 g) as the sixteenth intermediate compound, phenylboronic acid (12.1 g), Pd(PPh3)4 (2.3 g), potassium phosphate (28.1 g), and a mixture solvent of pseudo cumene, t-butyl alcohol, and water (150 ml) (pseudo cumene/t-butyl alcohol/water=8/1/1 (volume ratio)) were added to a flask and refluxed for 5.5 hours. Once the heating is completed, the reaction solution was cooled to room temperature and added wi... The reactants are solid, BrC=1C=CC=2N(C1)C(=CN2)C2=CC=C(C=C2)Cl (6-bromo-3-(4-chloro-phenyl)-imidazo[1,2-a]pyridine), BrC=1C=CC=2N(C1)C(=CN2)C2=CC=C(C=C2)Cl (6-bromo-3-(4-chloro-phenyl)-imidazo[1,2-a]pyridine), FC1=CC=C(C=C1)N1N=CC=C1B1OC(C(O1)(C)C)(C)C (1-(4-fluoro-phenyl)-5-(4,4,5,5-tetramethyl-1,3,2-dioxaborolan-2-yl)-1H-pyrazole), FC1=CC=C(C=C1)N1N=CC=C1B1OC(C(O1)(C)C)(C)C (1-(4-fluoro-phenyl)-5-(4,4,5,5-tetramethyl-1,3,2-dioxaborolan-2-yl)-1H-pyrazole). Yields the product ClC1=CC=C(C=C1)C1=CN=C2N1C=C(C=C2)C=2N(N=CC2)C2=CC=C(C=C2)F (3-(4-Chloro-phenyl)-6-[2-(4-fluoro-phenyl)-2H-pyrazol-3-yl]-imidazo [1,2-a]pyridine). Reaction SMILES: Br[C:2]1[CH:3]=[CH:4][C:5]2[N:6]([C:8]([C:11]3[CH:16]=[CH:15][C:14]([Cl:17])=[CH:13][CH:12]=3)=[CH:9][N:10]=2)[CH:7]=1.[F:18][C:19]1[CH:24]=[CH:23][C:22]([N:25]2[C:29](B3OC(C)(C)C(C)(C)O3)=[CH:28][CH:27]=[N:26]2)=[CH:21][CH:20]=1>>[Cl:17][C:14]1[CH:15]=[CH:16][C:11]([C:8]2[N:6]3[CH:7]=[C:2]([C:29]4[N:25]([C:22]5[CH:23]=[CH:24][C:19]([F:18])=[CH:20][CH:21]=5)[N:26]=[CH:27][CH:28]=4)[CH:3]=[CH:4][C:5]3=[N:10][CH:9]=2)=[CH:12][CH:13]=1. Reported procedure: The title compound, off-white solid (43 mg, 34%), MS (ISP) m/z=389.4 [(M+H)+], mp 171° C., was prepared in accordance with the general method of example 1 from 6-bromo-3-(4-chloro-phenyl)-imidazo[1,2-a]pyridine (intermediate F) (0.1 g, 0.325 mmol) and 1-(4-fluorophenyl)-5-(4,4,5,5-tetramethyl-1,3,2-dioxaborolan-2-yl)-1H-pyrazole (intermediate A) (0.11 mg, 0.38 mmol). Starting materials: tris(2,4-pentanedionata)iron (III), C1(=CC=CC=C1)C (toluene), C(CC)C1=CC=C(C=C1)CC(=O)Cl ((4-propylphenyl)acetylchloride), BrC1=CC(=CC=C1)F (1-bromo-3-fluorobenzene), Mg, Grignard reagent, Cl (hydrochloric acid). Solvent: O1CCCC1 (tetrahydrofuran). Reaction conditions: temperature -60 celsius, time 3 hour. Yields the product FC=1C=C(C=CC1)C(=O)CC1=CC=C(C=C1)CCC (3-fluoro-4′-propyldeoxybenzoin). Yield: 67.9%. Reaction SMILES: C1(C)C=CC=CC=1.Br[C:9]1[CH:14]=[CH:13][CH:12]=[C:11]([F:15])[CH:10]=1.Cl.[CH2:17]([C:20]1[CH:25]=[CH:24][C:23]([CH2:26][C:27](Cl)=[O:28])=[CH:22][CH:21]=1)[CH2:18][CH3:19]>O1CCCC1>[F:15][C:11]1[CH:10]=[C:9]([C:27]([CH2:26][C:23]2[CH:24]=[CH:25][C:20]([CH2:17][CH2:18][CH3:19])=[CH:21][CH:22]=2)=[O:28])[CH:14]=[CH:13][CH:12]=1. Procedure details: In a mixture of 48.9 g (248.8 imol) of (4-propylphenyl)acetylchloride, 2.6 g (7.5 mmol) of tris(2,4-pentanedionata)iron (III), and 200 ml of toluene was added dropwise a solution of a Grignard reagent prepared from 56.6 g (323.5 mmol) of 1-bromo-3-fluorobenzene and 8.2 g (335.9 mmol) of Mg in 300 ml of tetrahydrofuran (THF) while maintaining them at a temperature lower than −60° C. After finishing of the dropping, they were stirred at the same temperature for 3 hours. Subsequently, the reaction ... Reactants: BrB(Br)Br, COc1cccc(S(=O)(=O)c2ccc3c(c2)C(Nc2ccnc(Cl)n2)C(C)(O)C(C)(C)O3)c1, ClCCl. Product: CC1(C)Oc2ccc(S(=O)(=O)c3cccc(O)c3)cc2C(Nc2ccnc(Cl)n2)C1(C)O. As a reaction SMILES: [B:34]([Br:35])([Br:36])[Br:37].[Cl:1][c:2]1[n:3][cH:4][cH:5][c:6]([NH:8][CH:9]2[c:10]3[c:11]([cH:19][cH:20][c:21]([S:23](=[O:24])(=[O:25])[c:26]4[cH:27][c:28]([O:32][CH3:33])[cH:29][cH:30][cH:31]4)[cH:22]3)[O:12][C:13]([CH3:17])([CH3:18])[C:14]2([CH3:15])[OH:16])[n:7]1.[Cl:38][CH2:39][Cl:40]>>[Cl:1][c:2]1[n:3][cH:4][cH:5][c:6]([NH:8][CH:9]2[c:10]3[c:11]([cH:19][cH:20][c:21]([S:23](=[O:24])(=[O:25])[c:26]4[cH:27][c:28]([OH:32])[cH:29][cH:30][cH:31]4)[cH:22]3)[O:12][C:13]([CH3:17])([CH3:18])[C:14]2([CH3:15])[OH:16])[n:7]1. The reactants are FC1=CC(=CC=2[C@]3(C4=CC(=CC=C4OC12)B1OC(C(O1)(C)C)(C)C)N=C(OC3)N)OC ((S)-4′-fluoro-2′-methoxy-7′-(4,4,5,5-tetramethyl-1,3,2-dioxaborolan-2-yl)-5H-spiro[oxazole-4,9′-xanthen]-2-amine), ClC1=NC(=CN=C1)C#CC (2-chloro-6-(prop-1-ynyl)pyrazine), C([O-])([O-])=O.[K+].[K+] (potassium carbonate). Reagents/catalysts: C=1C=CC(=CC1)[P](C=2C=CC=CC2)(C=3C=CC=CC3)[Pd]([P](C=4C=CC=CC4)(C=5C=CC=CC5)C=6C=CC=CC6)([P](C=7C=CC=CC7)(C=8C=CC=CC8)C=9C=CC=CC9)[P](C=1C=CC=CC1)(C=1C=CC=CC1)C=1C=CC=CC1 (tetrakis(triphenylphosphine)palladium). Run in O (water), CCOC(=O)C (EtOAc). Run at temperature 110 celsius. Product: FC1=CC(=CC=2[C@]3(C4=CC(=CC=C4OC12)C1=NC(=CN=C1)C#CC)N=C(OC3)N)OC ((S)-4′-fluoro-2′-methoxy-7′-(6-(prop-1-ynyl)pyrazin-2-yl)-5H-spiro[oxazole-4,9′-xanthen]-2-amine). Isolated yield 30.6%. RXN SMILES: [F:1][C:2]1[C:15]2[O:14][C:13]3[C:8](=[CH:9][C:10](B4OC(C)(C)C(C)(C)O4)=[CH:11][CH:12]=3)[C@@:7]3([CH2:28][O:27][C:26]([NH2:29])=[N:25]3)[C:6]=2[CH:5]=[C:4]([O:30][CH3:31])[CH:3]=1.Cl[C:33]1[CH:38]=[N:37][CH:36]=[C:35]([C:39]#[C:40][CH3:41])[N:34]=1.C(=O)([O-])[O-].[K+].[K+]>O.CCOC(C)=O.C1C=CC([P]([Pd]([P](C2C=CC=CC=2)(C2C=CC=CC=2)C2C=CC=CC=2)([P](C2C=CC=CC=2)(C2C=CC=CC=2)C2C=CC=CC=2)[P](C2C=CC=CC=2)(C2C=CC=CC=2)C2C=CC=CC=2)(C2C=CC=CC=2)C2C=CC=CC=2)=CC=1>[F:1][C:2]1[C:15]2[O:14][C:13]3[C:8](=[CH:9][C:10]([C:33]4[CH:38]=[N:37][CH:36]=[C:35]([C:39]#[C:40][CH3:41])[N:34]=4)=[CH:11][CH:12]=3)[C@@:7]3([CH2:28][O:27][C:26]([NH2:29])=[N:25]3)[C:6]=2[CH:5]=[C:4]([O:30][CH3:31])[CH:3]=1 |f:2.3.4,^1:58,60,79,98|. Reported procedure: Combined tetrakis(triphenylphosphine)palladium (54.2 mg, 0.047 mmol), (S)-4′-fluoro-2′-methoxy-7′-(4,4,5,5-tetramethyl-1,3,2-dioxaborolan-2-yl)-5H-spiro[oxazole-4,9′-xanthen]-2-amine (200 mg, 0.47 mmol, prepared as described in Method BB40) and 2-chloro-6-(prop-1-ynyl)pyrazine (93 mg, 0.61 mmol) in a sealable tube and potassium carbonate (1.5 M) (1.6 mL, 2.35 mmol) was added. The tube was sealed and heated at 110° C. in a microwave for 8 min. The reaction solution was diluted with water and extr...